This data is from the Open Reaction Database (ORD), a public repository of structured organic reaction records. The task is: describe an organic reaction: reactants, conditions, products, and yield Reactants: C(CCC)C=1OC2=C(C1)C=C(C=C2)Br (2-n-butyl-5-bromobenzofuran), compound IX, C([O-])([O-])=O.[Cs+].[Cs+] (cesium carbonate), CS(=O)(=O)N (methanesulfonamide), C(C)(C)(C)P(C1=C(C=CC=C1)C1=C(C=C(C=C1C(C)C)C(C)C)C(C)C)C(C)(C)C (2-(di-tert-butylphosphino)-2′,4′,6′-triisopropyl-1,1′-biphenyl). The reagents and catalysts are C=1C=CC(=CC1)/C=C/C(=O)/C=C/C2=CC=CC=C2.C=1C=CC(=CC1)/C=C/C(=O)/C=C/C2=CC=CC=C2.[Pd] (Pd(dba)2). Run in O1CCOCC1 (dioxane). Reaction conditions: temperature 100 celsius. Yields the product C(CCC)C=1OC2=C(C1)C=C(C=C2)NS(=O)(=O)C (2-n-Butyl-5-methanesulfonamidobenzofuran). Reaction SMILES: C(=O)([O-])[O-].[Cs+].[Cs+].[CH3:7][S:8]([NH2:11])(=[O:10])=[O:9].C(P(C(C)(C)C)C1C=CC=CC=1C1C(C(C)C)=CC(C(C)C)=CC=1C(C)C)(C)(C)C.[CH2:42]([C:46]1[O:47][C:48]2[CH:54]=[CH:53][C:52](Br)=[CH:51][C:49]=2[CH:50]=1)[CH2:43][CH2:44][CH3:45]>O1CCOCC1.C1C=CC(/C=C/C(/C=C/C2C=CC=CC=2)=O)=CC=1.C1C=CC(/C=C/C(/C=C/C2C=CC=CC=2)=O)=CC=1.[Pd]>[CH2:42]([C:46]1[O:47][C:48]2[CH:54]=[CH:53][C:52]([NH:11][S:8]([CH3:7])(=[O:10])=[O:9])=[CH:51][C:49]=2[CH:50]=1)[CH2:43][CH2:44][CH3:45] |f:0.1.2,7.8.9|. Reported procedure: The following are placed in an equipped reactor under an argon atmosphere: 13 g of cesium carbonate (39.9 mmol), 3 g of methanesulfonamide (31.5 mmol), 250 mg of Pd(dba)2 (0.4 mmol) and 440 mg of 2-(di-tert-butylphosphino)-2′,4′,6′-triisopropyl-1,1′-biphenyl (ligand L1) (1.04 mmol). 5.5 g of 2-n-butyl-5-bromobenzofuran (compound IX or II) (21.7 mmol) dissolved in 55 ml of dioxane are then added by syringe. The reaction medium is then stirred and heated at 100° C. for 24 hours. Reactants: BrC1=CC=2C3=C(C=NC2C=C1)N(C(N3C=3C(=NN(C3)C)C)=O)C (8-bromo-1-(1,3-dimethyl-1H-pyrazol-4-yl)-3-methyl-1,3-dihydro-imidazo[4,5-c]quinolin-2-one), BrC1=CC=2C3=C(C=NC2C=C1)N(C(N3C=3C(=NN(C3)C)C)=O)C (8-bromo-1-(1,3-dimethyl-1H-pyrazol-4-yl)-3-methyl-1,3-dihydro-imidazo[4,5-c]quinolin-2-one), C(C)C1=NC=C(C=C1[N+](=O)[O-])B1OC(C(O1)(C)C)(C)C (2-ethyl-3-nitro-5-(4,4,5,5-tetramethyl-[1,3,2]dioxaborolan-2-yl)-pyridine). Yields the product CN1N=C(C(=C1)N1C(N(C=2C=NC=3C=CC(=CC3C21)C=2C=NC(=C(C2)[N+](=O)[O-])CC)C)=O)C (1-(1,3-Dimethyl-1H-pyrazol-4-yl)-8-(6-ethyl-5-nitro-pyridin-3-yl)-3-methyl-1,3-dihydro-imidazo[4,5-c]quinolin-2-one). RXN SMILES: Br[C:2]1[CH:11]=[CH:10][C:9]2[N:8]=[CH:7][C:6]3[N:12]([CH3:23])[C:13](=[O:22])[N:14]([C:15]4[C:16]([CH3:21])=[N:17][N:18]([CH3:20])[CH:19]=4)[C:5]=3[C:4]=2[CH:3]=1.[CH2:24]([C:26]1[C:31]([N+:32]([O-:34])=[O:33])=[CH:30][C:29](B2OC(C)(C)C(C)(C)O2)=[CH:28][N:27]=1)[CH3:25]>>[CH3:20][N:18]1[CH:19]=[C:15]([N:14]2[C:5]3[C:4]4[CH:3]=[C:2]([C:29]5[CH:28]=[N:27][C:26]([CH2:24][CH3:25])=[C:31]([N+:32]([O-:34])=[O:33])[CH:30]=5)[CH:11]=[CH:10][C:9]=4[N:8]=[CH:7][C:6]=3[N:12]([CH3:23])[C:13]2=[O:22])[C:16]([CH3:21])=[N:17]1. Reported procedure: The title compound was synthesized in a similar manner as described for for Example 1.1 using 8-bromo-1-(1,3-dimethyl-1H-pyrazol-4-yl)-3-methyl-1,3-dihydro-imidazo[4,5-c]quinolin-2-one (Intermediate A) and 2-ethyl-3-nitro-5-(4,4,5,5-tetramethyl-[1,3,2]dioxaborolan-2-yl)-pyridine (stage 208.1.2) to give the title compound as a yellow foam. (HPLC: tR 2.72 min (Method A); M+H=444 MS-ES). Starting materials: C(C)(C)(C)OC(=O)N[C@@H](CC=1N=CSC1)C(=O)N[C@H]([C@H](C[C@H](C(=O)NCCCC)C)O)CC1CCCCC1 ((2R, 4S, 5S)-5-[N-(t-butoxycarbonyl)-3-(4-thiazolyl)-L-alanyl]amino-N-butyl-6-cyclohexyl-4-hydroxy-2-methylhexanamide), COC1=CC=C(C[C@@H](C(=O)O)CC(=O)N2CCCCC2)C=C1 (2(R)-(4-methoxybenzyl)-3-(piperidinocarbonyl)propionic acid). Product: C(CCC)NC([C@@H](C[C@@H]([C@H](CC1CCCCC1)NC([C@@H](NC([C@@H](CC(=O)N1CCCCC1)CC1=CC=C(C=C1)OC)=O)CC=1N=CSC1)=O)O)C)=O ((2R, 4S, 5S)-N-Butyl-6-cyclohexyl-4-hydroxy-5-{N-[2(R)-(4-methoxybenzyl)-3-(piperidinocarbonyl)propionyl]-3-(4-thiazolyl)-L-alanyl}amino-2-methylhexanamide). Isolated yield 23.5%. Reaction SMILES: C(OC([NH:8][C@H:9]([C:16]([NH:18][C@@H:19]([CH2:32][CH:33]1[CH2:38][CH2:37][CH2:36][CH2:35][CH2:34]1)[C@@H:20]([OH:31])[CH2:21][C@@H:22]([CH3:30])[C:23]([NH:25][CH2:26][CH2:27][CH2:28][CH3:29])=[O:24])=[O:17])[CH2:10][C:11]1[N:12]=[CH:13][S:14][CH:15]=1)=O)(C)(C)C.[CH3:39][O:40][C:41]1[CH:60]=[CH:59][C:44]([CH2:45][C@H:46]([CH2:50][C:51]([N:53]2[CH2:58][CH2:57][CH2:56][CH2:55][CH2:54]2)=[O:52])[C:47]([OH:49])=O)=[CH:43][CH:42]=1>>[CH2:26]([NH:25][C:23](=[O:24])[C@H:22]([CH3:30])[CH2:21][C@H:20]([OH:31])[C@@H:19]([NH:18][C:16](=[O:17])[C@H:9]([CH2:10][C:11]1[N:12]=[CH:13][S:14][CH:15]=1)[NH:8][C:47](=[O:49])[C@H:46]([CH2:45][C:44]1[CH:43]=[CH:42][C:41]([O:40][CH3:39])=[CH:60][CH:59]=1)[CH2:50][C:51]([N:53]1[CH2:58][CH2:57][CH2:56][CH2:55][CH2:54]1)=[O:52])[CH2:32][CH:33]1[CH2:38][CH2:37][CH2:36][CH2:35][CH2:34]1)[CH2:27][CH2:28][CH3:29]. Procedure details: The procedure described in Example 6(b) was repeated, but using 150 mg (0.27 mmole) of (2R, 4S, 5S)-5-[N-(t-butoxycarbonyl)-3-(4-thiazolyl)-L-alanyl]amino-N-butyl-6-cyclohexyl-4-hydroxy-2-methylhexanamide [prepared as described in Example 6(a)] and 86 mg (0.28 mmole) of 2(R)-(4-methoxybenzyl)-3-(piperidinocarbonyl)propionic acid, to afford 47 mg of the title compound as a white powder, melting at 120°-122° C.